Dataset: the Open Reaction Database (ORD), a public repository of structured organic reaction records. Task: describe an organic reaction: reactants, conditions, products, and yield Reactants: C(C)(=O)O (acetic acid), OC(CC#CC1=C(C=C(C#N)C=C1[N+](=O)[O-])C)(CC(C)(C)C1=CC(=CC=2CCOC21)S(=O)(=O)C)C(F)(F)F (4-[4-hydroxy-6-(5-methanesulfonyl-2,3-dihydrobenzofuran-7-yl)-6-methyl-4-trifluoromethylhept-1-ynyl]-3-methyl-5-nitrobenzonitrile). The reagents and catalysts are [Fe] (iron). Solvent: C(C)O (ethanol), ClCCl (dichloromethane). Run at temperature 90 celsius. Yields the product NC=1C=C(C#N)C=C(C1C#CCC(CC(C)(C)C1=CC(=CC=2CCOC21)S(=O)(=O)C)(C(F)(F)F)O)C (3-amino-4-[4-hydroxy-6-(5-methanesulfonyl-2,3-dihydrobenzofuran-7-yl)-6-methyl-4-trifluoromethylhept-1-ynyl]-5-methylbenzonitrile). Isolated yield 90.0%. Reaction SMILES: [OH:1][C:2]([C:35]([F:38])([F:37])[F:36])([CH2:18][C:19]([C:22]1[C:30]2[O:29][CH2:28][CH2:27][C:26]=2[CH:25]=[C:24]([S:31]([CH3:34])(=[O:33])=[O:32])[CH:23]=1)([CH3:21])[CH3:20])[CH2:3][C:4]#[C:5][C:6]1[C:13]([N+:14]([O-])=O)=[CH:12][C:9]([C:10]#[N:11])=[CH:8][C:7]=1[CH3:17].C(O)(=O)C>C(O)C.ClCCl.[Fe]>[NH2:14][C:13]1[CH:12]=[C:9]([CH:8]=[C:7]([CH3:17])[C:6]=1[C:5]#[C:4][CH2:3][C:2]([OH:1])([C:35]([F:37])([F:38])[F:36])[CH2:18][C:19]([C:22]1[C:30]2[O:29][CH2:28][CH2:27][C:26]=2[CH:25]=[C:24]([S:31]([CH3:34])(=[O:33])=[O:32])[CH:23]=1)([CH3:21])[CH3:20])[C:10]#[N:11]. Reported procedure: A stirred solution of 4-[4-hydroxy-6-(5-methanesulfonyl-2,3-dihydrobenzofuran-7-yl)-6-methyl-4-trifluoromethylhept-1-ynyl]-3-methyl-5-nitrobenzonitrile. (165 mg, 0.3 mmol) in 6 mL of absolute ethanol was treated with 4 mL of glacial acetic acid and iron powder (335 mg, 6 mmol). The resulting mixture was heated at 90° C. for 30 minutes, cooled to room temperature, diluted with 200 mL of dichloromethane, and filtered through a pad of CELITE® filter aid. The filtrate was washed with three 50 mL por...